From a dataset of the Open Reaction Database (ORD), a public repository of structured organic reaction records. describe an organic reaction: reactants, conditions, products, and yield Reactants: [H][H], CCCn1c(=O)c2[nH]c(Cc3cscn3)nc2n(CCc2ccc([N+](=O)[O-])cc2)c1=O, NN, O, [Pd]. The product is CCCn1c(=O)c2[nH]c(Cc3cscn3)nc2n(CCc2ccc(N)cc2)c1=O. Reaction SMILES: [H:35][H:36].[N+:1]([O-:2])(=[O:3])[c:4]1[cH:5][cH:6][c:7]([CH2:10][CH2:11][n:12]2[c:13](=[O:31])[n:14]([CH2:28][CH2:29][CH3:30])[c:15](=[O:27])[c:16]3[nH:17][c:18]([CH2:21][c:22]4[n:23][cH:24][s:25][cH:26]4)[n:19][c:20]23)[cH:8][cH:9]1.[NH2:33][NH2:34].[OH2:32].[Pd:37]>>[NH2:1][c:4]1[cH:5][cH:6][c:7]([CH2:10][CH2:11][n:12]2[c:13](=[O:31])[n:14]([CH2:28][CH2:29][CH3:30])[c:15](=[O:27])[c:16]3[nH:17][c:18]([CH2:21][c:22]4[n:23][cH:24][s:25][cH:26]4)[n:19][c:20]23)[cH:8][cH:9]1. The solvent is O (water). Reagents/catalysts: [Zn] (zinc). Reaction conditions: temperature 60 celsius, time 4.5 hour. As a reaction SMILES: [OH:1][C:2]1[C:7]([C:8]([CH2:11][CH3:12])([CH3:10])[CH3:9])=[CH:6][C:5]([C:13]([CH2:16][CH3:17])([CH3:15])[CH3:14])=[CH:4][C:3]=1[N:18]=[N:19][C:20]1[CH:25]=[CH:24][CH:23]=[CH:22][C:21]=1[N+:26]([O-])=O.C(O)(C)C.[OH-].[Na+].[N+](C1C=CC=CC=1N=NC1C=CC=CC=1)([O-])=O>[Zn].O>[OH:1][C:2]1[C:7]([C:8]([CH2:11][CH3:12])([CH3:10])[CH3:9])=[CH:6][C:5]([C:13]([CH2:16][CH3:17])([CH3:15])[CH3:14])=[CH:4][C:3]=1[N:18]1[N:26]=[C:21]2[CH:22]=[CH:23][CH:24]=[CH:25][C:20]2=[N:19]1 |f:2.3|. Procedure details: To a 2000 ml. 3-necked, round-bottomed flask equipped with an agitator, reflux condenser, nitrogen inlet and thermometer were charged 155 grams of 2'-hydroxy-3',5'-di-tert-amyl-2-nitroazobenzene, 119 grams of isopropanol and 80 grams of Amsco mineral spirits. A stream of nitrogen was introduced over the surface of the contents of the flask and the nitrogen atmosphere was then maintained throughout the remainder of the reduction process. 13.7 grams of 50% aqueous sodium hydroxide solution and 222... Yields the product OC1=C(C=C(C=C1C(C)(C)CC)C(C)(C)CC)N1N=C2C(=N1)C=CC=C2 (2-(2-hydroxy-3,5-di-tert-amylphenyl)-2H-benzotriazole). Starting materials: OC1=C(C=C(C=C1C(C)(C)CC)C(C)(C)CC)N=NC1=C(C=CC=C1)[N+](=O)[O-] (2'-hydroxy-3',5'-di-tert-amyl-2-nitroazobenzene), C(C)(C)O (isopropanol), mineral spirits, [OH-].[Na+] (sodium hydroxide), [N+](=O)([O-])C1=C(C=CC=C1)N=NC1=CC=CC=C1 (o-nitroazobenzene). Yield: 77.4%. Reactants: N(N)C1=NN(C(=C1)C(F)(F)F)C (3-Hydrazino-1-methyl-5-trifluoromethylpyrazole), C(C)OC=C(C#N)C#N (ethoxymethylenemalononitrile), C(C)(=O)OCC (ethyl acetate). Run in C(C)O (ethanol). Product: NC1=C(C=NN1C1=NN(C(=C1)C(F)(F)F)C)C#N (5-Amino-4-cyano-1-(1-methyl-5-trifluoromethyl-3-pyrazolyl)pyrazole). Reaction SMILES: [NH:1]([C:3]1[CH:7]=[C:6]([C:8]([F:11])([F:10])[F:9])[N:5]([CH3:12])[N:4]=1)[NH2:2].C(O[CH:16]=[C:17]([C:20]#[N:21])[C:18]#[N:19])C.C(OCC)(=O)C>C(O)C>[NH2:21][C:20]1[N:1]([C:3]2[CH:7]=[C:6]([C:8]([F:11])([F:10])[F:9])[N:5]([CH3:12])[N:4]=2)[N:2]=[CH:16][C:17]=1[C:18]#[N:19]. Reported procedure: 0.85 g (4.72 mmol) 3-Hydrazino-1-methyl-5-trifluoromethylpyrazole and 0.59 g (4.72 mmol) ethoxymethylenemalononitrile in 10 ml ethanol was stirred for 10 hours at room temperature and for 2 hours at 50° C. After addition of 50 ml ethyl acetate, the mixture was washed with saturated aqueous sodium hydrogen carbonate, dried over sodium sulfate, and concentrated. The crude product was purified by silica gel column chromatography (hexane/ethyl acetate). Starting materials: NC1=NC2=C(N1)C=CC=C2NC(C2=C(C=C(C=C2)C(=O)N2CCCCC1=C2C=CC=C1)OC)=O (N-(2-amino-1H-benzimidazol-4-yl)-2-methoxy-4-(2,3,4,5-tetrahydro-1H-1-benzazepin-1-yl)carbonylbenzamide), C(C)(=O)OC(C)=O (acetic anhydride). Conditions: time 1 hour. Yields the product C(C)(=O)NC1=NC2=C(N1)C=CC=C2NC(C2=C(C=C(C=C2)C(=O)N2CCCCC1=C2C=CC=C1)OC)=O (N-(2-acetamido-1H-benzimidazol-4-yl)-2-methoxy-4-(2,3,4,5-tetrahydro-1H-1-benzazepin-1-yl)carbonylbenzamide). As a reaction SMILES: [NH2:1][C:2]1[NH:6][C:5]2[CH:7]=[CH:8][CH:9]=[C:10]([NH:11][C:12](=[O:34])[C:13]3[CH:18]=[CH:17][C:16]([C:19]([N:21]4[C:27]5[CH:28]=[CH:29][CH:30]=[CH:31][C:26]=5[CH2:25][CH2:24][CH2:23][CH2:22]4)=[O:20])=[CH:15][C:14]=3[O:32][CH3:33])[C:4]=2[N:3]=1.[C:35](OC(=O)C)(=[O:37])[CH3:36]>>[C:35]([NH:1][C:2]1[NH:6][C:5]2[CH:7]=[CH:8][CH:9]=[C:10]([NH:11][C:12](=[O:34])[C:13]3[CH:18]=[CH:17][C:16]([C:19]([N:21]4[C:27]5[CH:28]=[CH:29][CH:30]=[CH:31][C:26]=5[CH2:25][CH2:24][CH2:23][CH2:22]4)=[O:20])=[CH:15][C:14]=3[O:32][CH3:33])[C:4]=2[N:3]=1)(=[O:37])[CH3:36]. Procedure: A mixture of N-(2-amino-1H-benzimidazol-4-yl)-2-methoxy-4-(2,3,4,5-tetrahydro-1H-1-benzazepin-1-yl)carbonylbenzamide (90 mg) and acetic anhydride (1.0 ml) was stirred for 1 hour at room temperature and allowed to stand overnight at the same temperature. The reaction mixture was concentrated in vacuo and the residue was dissolved in chloroform. The resulting solution was washed with saturated aqueous sodium hydrogencarbonate solution, water and brine, and dried over magnesium sulfate. The solvent...